This data is from the Open Reaction Database (ORD), a public repository of structured organic reaction records. The task is: describe an organic reaction: reactants, conditions, products, and yield Reactants: FC1=C2C(=NNC2=CC(=C1)F)I (4,6-difluoro-3-iodo-1H-indazole), C(CCC)[Sn](Cl)(CCCC)CCCC (tributylchlorostannane), [H-].[Na+] (sodium hydride), C(C)(C)[Mg]Cl (isopropylmagnesium chloride). Solvent: C1CCOC1 (THF). Conditions: time 10 minute. Product: FC1=C2C(=NNC2=CC(=C1)F)[Sn](CCCC)(CCCC)CCCC (4,6-difluoro-3-tributylstannanyl-1H-indazole). The yield is 58.1%. RXN SMILES: [F:1][C:2]1[CH:10]=[C:9]([F:11])[CH:8]=[C:7]2[C:3]=1[C:4](I)=[N:5][NH:6]2.[H-].[Na+].C([Mg]Cl)(C)C.[CH2:20]([Sn:24]([CH2:30][CH2:31][CH2:32][CH3:33])([CH2:26][CH2:27][CH2:28][CH3:29])Cl)[CH2:21][CH2:22][CH3:23]>C1COCC1>[F:1][C:2]1[CH:10]=[C:9]([F:11])[CH:8]=[C:7]2[C:3]=1[C:4]([Sn:24]([CH2:26][CH2:27][CH2:28][CH3:29])([CH2:30][CH2:31][CH2:32][CH3:33])[CH2:20][CH2:21][CH2:22][CH3:23])=[N:5][NH:6]2 |f:1.2|. Procedure: To a solution of 4,6-difluoro-3-iodo-1H-indazole (2.11 g, 7.53 mmol) in THF (45 mL) at 0° C. was slowly added sodium hydride (60% in mineral oil, 362 mg, 9.04 mmol). The reaction mixture was stirred at room temperature for 10 min then cooled to −10° C. and isopropylmagnesium chloride (2.0 M in THF, 4.52 mL, 9.04 mmol) was added. The reaction mixture was stirred at −10° C. for 30 min then tributylchlorostannane (2.66 mL, 9.8 mmol) was added dropwise. Stirring was continued at −10° C. for 20 min t... Reactants: C1(CC1)C(CC(=O)OC)C1=CC(=CC=C1)OCC1=NC=C(C(=C1)OCC(C)C)C1=C(C=CC(=C1)OC)F (methyl 3-cyclopropyl-3-(3-((5-(2-fluoro-5-methoxyphenyl)-4-isobutoxypyridin-2-yl)methoxy)phenyl)propanoate), [OH-].[Na+] (sodium hydroxide), Cl (Hydrochloric acid). Run in C1CCOC1 (THF), CO (methanol). Conditions: time 4 hour. The product is C1(CC1)C(CC(=O)O)C1=CC(=CC=C1)OCC1=NC=C(C(=C1)OCC(C)C)C1=C(C=CC(=C1)OC)F (3-cyclopropyl-3-(3-((5-(2-fluoro-5-methoxyphenyl)-4-isobutoxypyridin-2-yl)methoxy)phenyl)propanoic acid). The yield is 97.2%. Reaction SMILES: [CH:1]1([CH:4]([C:10]2[CH:15]=[CH:14][CH:13]=[C:12]([O:16][CH2:17][C:18]3[CH:23]=[C:22]([O:24][CH2:25][CH:26]([CH3:28])[CH3:27])[C:21]([C:29]4[CH:34]=[C:33]([O:35][CH3:36])[CH:32]=[CH:31][C:30]=4[F:37])=[CH:20][N:19]=3)[CH:11]=2)[CH2:5][C:6]([O:8]C)=[O:7])[CH2:3][CH2:2]1.[OH-].[Na+].Cl>C1COCC1.CO>[CH:1]1([CH:4]([C:10]2[CH:15]=[CH:14][CH:13]=[C:12]([O:16][CH2:17][C:18]3[CH:23]=[C:22]([O:24][CH2:25][CH:26]([CH3:28])[CH3:27])[C:21]([C:29]4[CH:34]=[C:33]([O:35][CH3:36])[CH:32]=[CH:31][C:30]=4[F:37])=[CH:20][N:19]=3)[CH:11]=2)[CH2:5][C:6]([OH:8])=[O:7])[CH2:2][CH2:3]1 |f:1.2|. Reported procedure: To a solution of methyl 3-cyclopropyl-3-(3-((5-(2-fluoro-5-methoxyphenyl)-4-isobutoxypyridin-2-yl)methoxy)phenyl)propanoate (128 mg) in THF (2.0 mL) and methanol (1.0 mL) was added 1N aqueous sodium hydroxide solution (2.0 mL), and the mixture was stirred at room temperature for 4 hr. 1N Hydrochloric acid (2.0 mL) was added to the reaction mixture at 0° C., and the mixture was extracted with ethyl acetate. The extract was washed with water and saturated brine, and dried over anhydrous magnesium ... RXN SMILES: [N:1]1([C:10]2[S:14][C:13]([C:15]([O:17]C)=O)=[C:12]([O:19][CH2:20][C:21]3[CH:26]=[CH:25][CH:24]=[CH:23][C:22]=3[O:27][C:28]([F:31])([F:30])[F:29])[CH:11]=2)[C:9]2[CH:8]=[CH:7][N:6]=[CH:5][C:4]=2[N:3]=[CH:2]1.[NH3:32]>CO>[N:1]1([C:10]2[S:14][C:13]([C:15]([NH2:32])=[O:17])=[C:12]([O:19][CH2:20][C:21]3[CH:26]=[CH:25][CH:24]=[CH:23][C:22]=3[O:27][C:28]([F:30])([F:31])[F:29])[CH:11]=2)[C:9]2[CH:8]=[CH:7][N:6]=[CH:5][C:4]=2[N:3]=[CH:2]1. The solvent is CO (methanol). Procedure: A mixture of 26.8 mg of methyl 5-(1H-imidazo[4,5-c]pyridin-1-yl)-3-{[2-(trifluoromethoxy)benzyl]oxy}thiophene-2-carboxylate and 5 ml of a saturated solution of ammonia in methanol is stirred in a microwave vial at 125° C. for 4 h in the microwave cavity. The reaction mixture is concentrated to dryness, the resulting residue is dissolved in ethyl acetate and purified by flash chromatography [Silica gel, eluent: ethyl acetate/methanol, elution gradient of 100/0 (v/v) to 95/5 (v/v)] to yield the ti... Conditions: temperature 125 celsius, time 4 hour. The product is N1(C=NC=2C=NC=CC21)C2=CC(=C(S2)C(=O)N)OCC2=C(C=CC=C2)OC(F)(F)F (5-(1H-imidazo[4,5-c]pyridin-1-yl)-3-{[2-(trifluoromethoxy)benzyl]oxy}thiophene-2-carboxamide). Reactants: N1(C=NC=2C=NC=CC21)C2=CC(=C(S2)C(=O)OC)OCC2=C(C=CC=C2)OC(F)(F)F (methyl 5-(1H-imidazo[4,5-c]pyridin-1-yl)-3-{[2-(trifluoromethoxy)benzyl]oxy}thiophene-2-carboxylate), saturated solution, N (ammonia).